Task: describe an organic reaction: reactants, conditions, products, and yield. Dataset: the Open Reaction Database (ORD), a public repository of structured organic reaction records As a reaction SMILES: [C:1]1(=[O:7])[O:6][C:4](=[O:5])[CH:3]=[CH:2]1.[C:8]([O:13][CH3:14])(=[O:12])[C:9]([CH3:11])=[CH2:10].[C:15]([O:19][CH2:20][CH2:21][CH2:22][CH3:23])(=[O:18])[CH:16]=[CH2:17].[CH2:24]=[CH:25][C:26]1[CH:31]=[CH:30][CH:29]=[CH:28][CH:27]=1.C(OOC(=O)C1C=CC=CC=1)(=O)C1C=CC=CC=1>C1(C)C=CC=CC=1.O.C1(C)C=CC=CC=1>[C:8]([O:13][CH3:14])(=[O:12])[C:9]([CH3:11])=[CH2:10].[C:15]([O:19][CH2:20][CH2:21][CH2:22][CH3:23])(=[O:18])[CH:16]=[CH2:17].[CH2:24]=[CH:25][C:26]1[CH:31]=[CH:30][CH:29]=[CH:28][CH:27]=1.[C:4]1(=[O:5])[O:6][C:1](=[O:7])[CH:2]=[CH:3]1 |f:5.6,8.9.10.11|. Reported procedure: To a three-liter, four-necked flask equipped with a one-liter addition funnel, thermometer, stirrer and reflux condenser is added 610 grams toluene. The contents are heated to reflux and maintained under a nitrogen blanket while a monomer mix of 112.5 grams maleic anhydride, 262.5 grams methyl methacrylate, 240 grams butyl acrylate, 135 grams styrene and 28.0 grams benzoyl peroxide are fed at a uniform rate over a three-hour period to the refluxing toluene. The contents are held for 15 minutes, ... The product is C(C(=C)C)(=O)OC.C(C=C)(=O)OCCCC.C=CC1=CC=CC=C1.C1(\C=C/C(=O)O1)=O (methyl methacrylate/butyl acrylate styrene/maleic anhydride). Reactants: C1(\C=C/C(=O)O1)=O (maleic anhydride), C(C(=C)C)(=O)OC (methyl methacrylate), C(C=C)(=O)OCCCC (butyl acrylate), C=CC1=CC=CC=C1 (styrene), C(C1=CC=CC=C1)(=O)OOC(C1=CC=CC=C1)=O (benzoyl peroxide), C(C1=CC=CC=C1)(=O)OOC(C1=CC=CC=C1)=O (benzoyl peroxide). The solvent is C1(=CC=CC=C1)C (toluene), C1(=CC=CC=C1)C (toluene), C1(=CC=CC=C1)C.O (toluene water), C1(=CC=CC=C1)C (toluene). Conditions: time 15 minute. Reactants: CC(C)C1=CC=CC(=O)C(=C1)O (hinokitiol), O.O.O.O.O.O.[Cl-].[Al+3].[Cl-].[Cl-] (aluminum chloride hexa-hydrate). Solvent: C(C)O (ethanol). The product is CC(C)C1=CC=CC(=O)C(=C1)O (hinokitiol), [Al] (aluminum). As a reaction SMILES: [CH3:1][CH:2]([C:4]1[CH:11]=[C:10]([OH:12])[C:8](=[O:9])[CH:7]=[CH:6][CH:5]=1)[CH3:3].O.O.O.O.O.O.[Cl-].[Al+3:20].[Cl-].[Cl-]>C(O)C>[CH3:3][CH:2]([C:4]1[CH:11]=[C:10]([OH:12])[C:8](=[O:9])[CH:7]=[CH:6][CH:5]=1)[CH3:1].[Al:20] |f:1.2.3.4.5.6.7.8.9.10|. Reported procedure: Subsequently, hinokitiol and aluminum chloride hexa-hydrate salt were mixed in aqueous ethanol solution at a molar ratio and the compounding amount shown in the following Table 27, and the complex compound of hinokitiol with an aluminum compound was respectively formed in the solution. Starting materials: BrC1=NC(=CC=C1)Br (2,6-dibromopyridine), C(OC)COC (dimethoxyethane), B(O)(O)C1=C(C=CC(=C1)C)NC(C(C)(C)C)=O (N-(2-borono4-methylphenyl)-2,2-dimethylpropanamide), C([O-])(O)=O.[Na+] (sodium bicarbonate). Reagents/catalysts: [Cl-].[Cl-].C1(=CC=CC=C1)P(C1=CC=CC=C1)C1=CC=CC=C1.C1(=CC=CC=C1)P(C1=CC=CC=C1)C1=CC=CC=C1.[Pd+2] (palladium bis(triphenylphosphine) dichloride). Solvent: C(C)(=O)OCC (ethyl acetate), O (water), C(C)(=O)OCC (ethyl acetate). Conditions: temperature 50 celsius, time 20 minute. Yields the product BrC1=CC=CC(=N1)C1=C(C=CC(=C1)C)NC(C(C)(C)C)=O (N-[2-(6-bromo-2-pyridinyl)-4-methylphenyl]-2,2-dimethylpropanamide). The yield is 75.5%. RXN SMILES: Br[C:2]1[CH:7]=[CH:6][CH:5]=[C:4]([Br:8])[N:3]=1.C(COC)OC.B([C:18]1[CH:23]=[C:22]([CH3:24])[CH:21]=[CH:20][C:19]=1[NH:25][C:26](=[O:31])[C:27]([CH3:30])([CH3:29])[CH3:28])(O)O.C(=O)(O)[O-].[Na+]>O.C(OCC)(=O)C.[Cl-].[Cl-].C1(P(C2C=CC=CC=2)C2C=CC=CC=2)C=CC=CC=1.C1(P(C2C=CC=CC=2)C2C=CC=CC=2)C=CC=CC=1.[Pd+2]>[Br:8][C:4]1[N:3]=[C:2]([C:18]2[CH:23]=[C:22]([CH3:24])[CH:21]=[CH:20][C:19]=2[NH:25][C:26](=[O:31])[C:27]([CH3:29])([CH3:28])[CH3:30])[CH:7]=[CH:6][CH:5]=1 |f:3.4,7.8.9.10.11|. Procedure details: A mixture of 24 g (0.1 mol) 2,6-dibromopyridine, 0.250 g palladium bis(triphenylphosphine) dichloride, and 40 mL dimethoxyethane was stirred under nitrogen for 20 min, after which 12 g (0.05 mol) N-(2-borono4-methylphenyl)-2,2-dimethylpropanamide and a solution of 26 g sodium bicarbonate in 300 mL water was added, and the mixture heated to reflux for 5 h. After cooling to 50° C., 50 mL ethyl acetate was added and stirred until it reached room temperature. The reaction mixture was diluted with 30... Starting materials: S(O)(O)(=O)=O (sulphuric acid), BrC1(CCCC1)C(=O)O (1-bromocyclopentanecarboxylic acid), C=C(C)C (isobutene). Solvent: CCOCC (ether). Conditions: time 20 hour. Product: BrC1(CCCC1)C(=O)OC(C)(C)C (t-Butyl 1-Bromocyclopentanecarboxylate). Yield: 70.0%. RXN SMILES: [Br:1][C:2]1([C:7]([OH:9])=[O:8])[CH2:6][CH2:5][CH2:4][CH2:3]1.S(=O)(=O)(O)O.[CH2:15]=[C:16]([CH3:18])[CH3:17]>CCOCC>[Br:1][C:2]1([C:7]([O:9][C:16]([CH3:18])([CH3:17])[CH3:15])=[O:8])[CH2:6][CH2:5][CH2:4][CH2:3]1. Procedure details: To a mixture of 1-bromocyclopentanecarboxylic acid (36.99 g) and anhydrous ether (35 ml) in a 500 ml pressure bottle, containing a magnetic stirrer-bar, was added concentrated sulphuric acid (3.5 ml), followed by precondensed isobutene (150 ml). The bottle was sealed, and stirred at ambient temperature for 20 hours. The bottle was then opened excess isobutene was evaporated, and the residue in ether was washed with aqueous sodium bicarbonate solution and water, dried, and concentrated. The resid... Reactants: COC(C1=NN(C(=C1)C1=CC=C(C=C1)F)C)OC (5-(4-fluorophenyl)-1-methyl-1H-pyrazol-3-carboxaldehyde dimethyl acetal), FC(C(=O)O)(F)F (trifluoroacetic acid). Solvent: O (water). Yields the product FC1=CC=C(C=C1)C1=CC(=NN1C)C=O (5-(4-fluorophenyl)-1-methyl-1H- pyrazol-3-carboxaldehyde). As a reaction SMILES: C[O:2][CH:3](OC)[C:4]1[CH:8]=[C:7]([C:9]2[CH:14]=[CH:13][C:12]([F:15])=[CH:11][CH:10]=2)[N:6]([CH3:16])[N:5]=1.FC(F)(F)C(O)=O>O>[F:15][C:12]1[CH:11]=[CH:10][C:9]([C:7]2[N:6]([CH3:16])[N:5]=[C:4]([CH:3]=[O:2])[CH:8]=2)=[CH:14][CH:13]=1. Procedure details: The compound from Step 1 (9 g) was treated with trifluoroacetic acid (30 mL) and water (30 mL). The trifluoacetic acid was removed in vacuo and the reaction mixture partitioned between ethyl acetate and saturated sodium bicarbonate. The organic layer was washed with saturated sodium bicarbonate (×2), brine and dried over MgSO4. The solvent was removed in vacuo to give a yellow oil which was crystallised from ethyl acetate/hexanes to give the title compound. 4.6 g 1H NMR (360, CDCl3) δ 9.97 (s, 1... The reactants are O=C(O)c1ccc(F)c(C2=CCCCC2)n1, CO. Product: O=C(O)c1ccc(F)c(C2CCCCC2)n1. RXN SMILES: [C:1]1([c:7]2[c:8]([F:16])[cH:9][cH:10][c:11]([C:13](=[O:14])[OH:15])[n:12]2)=[CH:2][CH2:3][CH2:4][CH2:5][CH2:6]1.[CH3:17][OH:18]>>[CH:1]1([c:7]2[c:8]([F:16])[cH:9][cH:10][c:11]([C:13](=[O:14])[OH:15])[n:12]2)[CH2:2][CH2:3][CH2:4][CH2:5][CH2:6]1. Starting materials: Cl.N1(CCCC1)C[C@@H]1N(CCC1)C(=O)C=1C=C2C=C(NC2=CC1)C(=O)O (5-((R)-2-pyrrolidin-1-ylmethyl-pyrrolidine-1-carbonyl)-1H-indole-2-carboxylic acid hydrochloride), F[B-](F)(F)F.N1(N=NC2=C1C=CC=C2)OC(=[N+](C)C)N(C)C (O-(benzotriazol-1-yl)-N,N,N′,N′-tetramethyluronium tetrafluoroborate), FC1(CCNCC1)F (4,4-difluoropiperidine), C(C)(C)N(C(C)C)CC (N,N-diisopropylethylamine). Solvent: CN(C=O)C (N,N-dimethylformamide). Yields the product FC1(CCN(CC1)C(=O)C=1NC2=CC=C(C=C2C1)C(=O)N1[C@H](CCC1)CN1CCCC1)F ([2-(4,4-Difluoro-piperidine-1-carbonyl)-1H-indol-5-yl]-((R)-2-pyrrolidin-1-ylmethyl-pyrrolidin-1-yl)-methanone). Yield: 74.0%. RXN SMILES: Cl.[N:2]1([CH2:7][C@H:8]2[CH2:12][CH2:11][CH2:10][N:9]2[C:13]([C:15]2[CH:16]=[C:17]3[C:21](=[CH:22][CH:23]=2)[NH:20][C:19]([C:24]([OH:26])=O)=[CH:18]3)=[O:14])[CH2:6][CH2:5][CH2:4][CH2:3]1.F[B-](F)(F)F.N1(OC(N(C)C)=[N+](C)C)C2C=CC=CC=2N=N1.[F:49][C:50]1([F:56])[CH2:55][CH2:54][NH:53][CH2:52][CH2:51]1.C(N(CC)C(C)C)(C)C>CN(C)C=O>[F:49][C:50]1([F:56])[CH2:55][CH2:54][N:53]([C:24]([C:19]2[NH:20][C:21]3[C:17]([CH:18]=2)=[CH:16][C:15]([C:13]([N:9]2[CH2:10][CH2:11][CH2:12][C@@H:8]2[CH2:7][N:2]2[CH2:3][CH2:4][CH2:5][CH2:6]2)=[O:14])=[CH:23][CH:22]=3)=[O:26])[CH2:52][CH2:51]1 |f:0.1,2.3|. Procedure: The title compound was synthesized in analogy to example 1, from 5-((R)-2-pyrrolidin-1-ylmethyl-pyrrolidine-1-carbonyl)-1H-indole-2-carboxylic acid hydrochloride, O-(benzotriazol-1-yl)-N,N,N′,N′-tetramethyluronium tetrafluoroborate (commercially available), 4,4-difluoropiperidine (commercially available) and N,N-diisopropylethylamine in N,N-dimethylformamide, to give the desired product as a colorless solid (74%).